This data is from the Open Reaction Database (ORD), a public repository of structured organic reaction records. The task is: describe an organic reaction: reactants, conditions, products, and yield RXN SMILES: [C:34](=[O:35])([O-:36])[O-:37].[CH2:49]1[O:50][CH2:51][CH2:52][O:53][CH2:54]1.[CH3:1][O:2][CH2:3][NH:4][C:5](=[O:6])[c:7]1[cH:8][c:9]2[c:10]([Cl:17])[n:11][cH:12][n:13][c:14]2[cH:15][cH:16]1.[Cs+:38].[Cs+:39].[O-:41][C:42]([CH3:43])=[O:44].[O-:45][C:46]([CH3:47])=[O:48].[Pd+2:40].[c:18]1([S:24](=[O:25])(=[O:26])[c:27]2[cH:28][cH:29][c:30]([NH2:33])[cH:31][cH:32]2)[cH:19][cH:20][cH:21][cH:22][cH:23]1>>[CH3:1][O:2][CH2:3][NH:4][C:5](=[O:6])[c:7]1[cH:8][c:9]2[c:10]([NH:33][c:30]3[cH:29][cH:28][c:27]([S:24]([c:18]4[cH:19][cH:20][cH:21][cH:22][cH:23]4)(=[O:25])=[O:26])[cH:32][cH:31]3)[n:11][cH:12][n:13][c:14]2[cH:15][cH:16]1. Yields the product COCNC(=O)c1ccc2ncnc(Nc3ccc(S(=O)(=O)c4ccccc4)cc3)c2c1. Reactants: O=C([O-])[O-], C1COCCO1, COCNC(=O)c1ccc2ncnc(Cl)c2c1, [Cs+], [Cs+], CC(=O)[O-], CC(=O)[O-], [Pd+2], Nc1ccc(S(=O)(=O)c2ccccc2)cc1.